From a dataset of the Open Reaction Database (ORD), a public repository of structured organic reaction records. describe an organic reaction: reactants, conditions, products, and yield The reactants are CC(=O)OC(C)=O, CCCCC, C=C1CC(O)CCC2=C(C)CCC12, c1ccncc1. Product: C=C1CC(OC(C)=O)CCC2=C(C)CCC12. As a reaction SMILES: [CH3:14][C:15](=[O:16])[O:17][C:18](=[O:19])[CH3:20].[CH3:21][CH2:22][CH2:23][CH2:24][CH3:25].[OH:1][CH:2]1[CH2:3][C:4](=[CH2:13])[CH:5]2[CH2:6][CH2:7][C:8]([CH3:12])=[C:9]2[CH2:10][CH2:11]1.[cH:26]1[cH:27][cH:28][n:29][cH:30][cH:31]1>>[O:1]([CH:2]1[CH2:3][C:4](=[CH2:13])[CH:5]2[CH2:6][CH2:7][C:8]([CH3:12])=[C:9]2[CH2:10][CH2:11]1)[C:15]([CH3:14])=[O:16]. The reactants are [OH-].[Na+] (NaOH), FC=1C=C(C=C)C=CC1 (m-fluorostyrene), C(C)(=O)O (acetic acid), BrN1C(CCC1=O)=O (N-bromosuccinimide). The solvent is O1CCOCC1 (dioxane), O (H2O). Conditions: time 4 hour. Yields the product FC=1C=C(C=CC1)C1OC1 (2-(3-fluorophenyl)oxirane). The yield is 111.5%. As a reaction SMILES: [F:1][C:2]1[CH:3]=[C:4]([CH:7]=[CH:8][CH:9]=1)[CH:5]=[CH2:6].C(O)(=[O:12])C.BrN1C(=O)CCC1=O.[OH-].[Na+]>O1CCOCC1.O>[F:1][C:2]1[CH:3]=[C:4]([CH:5]2[CH2:6][O:12]2)[CH:7]=[CH:8][CH:9]=1 |f:3.4|. Procedure details: To a solution of m-fluorostyrene (5.00 g, 41.0 mmol) and acetic acid (2.33 mL, 40.9 mmol) in dioxane (33 ml) and H2O (78 ml) at 0° C. was added N-bromosuccinimide (8.02 g, 45.0 mmol) in three portions. The reaction was allowed to warm to RT. After 4 hours, 2N NaOH (60 ml) was added and the reaction was left to stir at RT overnight. The reaction mixture was partitioned between water and EtOAc, and the aqueous phase was extracted with EtOAc. The combined organic phases were washed with brine, drie... Reactants: C[O-].[Na+] (Sodium methoxide), ClC=1N=NC(=CC1C)C1=CC=CC=C1 (3-chloro-4-methyl-6-phenylpyridazine), O (water). The solvent is CO (methanol). The product is CC1=C(N=NC(=C1)C1=CC=CC=C1)OC (4-methyl-3-methoxy-6-phenylpyridazine). Yield: 89.9%. RXN SMILES: [CH3:1][O-:2].[Na+].Cl[C:5]1[N:6]=[N:7][C:8]([C:12]2[CH:17]=[CH:16][CH:15]=[CH:14][CH:13]=2)=[CH:9][C:10]=1[CH3:11].O>CO>[CH3:11][C:10]1[CH:9]=[C:8]([C:12]2[CH:17]=[CH:16][CH:15]=[CH:14][CH:13]=2)[N:7]=[N:6][C:5]=1[O:2][CH3:1] |f:0.1|. Procedure details: Sodium methoxide (243 g) is cautiously added to a solution of 3-chloro-4-methyl-6-phenylpyridazine (307 g, 1.5 mol) in 3.4 L of methanol. The mixture is heated to refluxing temperature for approximately eight hours under an atmosphere of nitrogen and then poured into water (4.5 L). The resulting precipitate is collected, washed with water, and dried to give 270 g (90%) of product with a melting point of 62°-64° C. The reactants are CCOC(=O)c1cc2cc(OC)c(OCc3ccccc3)cc2o1, CC(=O)O, Cl, [Na+], [OH-], O. Product: CCOC(=O)c1cc2cc(OC)c(O)cc2o1. As a reaction SMILES: [CH2:1]([CH3:2])[O:3][C:4](=[O:5])[c:6]1[o:7][c:8]2[c:9]([cH:10]1)[cH:11][c:12]([O:23][CH3:24])[c:13]([O:15][CH2:16][c:17]1[cH:18][cH:19][cH:20][cH:21][cH:22]1)[cH:14]2.[CH3:25][C:26](=[O:27])[OH:28].[ClH:29].[Na+:31].[OH-:30].[OH2:32]>>[CH2:1]([CH3:2])[O:3][C:4](=[O:5])[c:6]1[o:7][c:8]2[c:9]([cH:10]1)[cH:11][c:12]([O:23][CH3:24])[c:13]([OH:15])[cH:14]2. Reactants: C(C)(=O)OC=1C=C2CCCCC2=CC1OC (6-acetoxy-7-methoxytetralin), C(#N)C1=C(C(=O)C(=C(C1=O)Cl)Cl)C#N (DDQ), C(#N)C1=C(C(=O)C(=C(C1=O)Cl)Cl)C#N (DDQ), C(C)(=O)OC=1C=C2CCCCC2=CC1OC (6-acetoxy-7-methoxytetralin). Solvent: O1CCOCC1 (dioxane), O1CCOCC1 (dioxane). Conditions: temperature 25 celsius, time 20 hour. The product is C(C)(=O)OC1=C(C=C2CCCC(C2=C1)=O)OC (7-acetoxy-6-methoxytetralin-1-one), C(C)(=O)OC1=CC2=CC=CC=C2C=C1OC (2-acetoxy-3-methoxy naphthalene). Isolated yield 23.0%. Reaction SMILES: [C:1]([O:4][C:5]1[CH:6]=[C:7]2[C:12](=[CH:13][C:14]=1[O:15][CH3:16])[CH2:11][CH2:10][CH2:9][CH2:8]2)(=[O:3])[CH3:2].C(C1C(=O)C(Cl)=C(Cl)C(=[O:22])C=1C#N)#N>O1CCOCC1>[C:1]([O:4][C:5]1[CH:6]=[C:7]2[C:12]([CH2:11][CH2:10][CH2:9][C:8]2=[O:22])=[CH:13][C:14]=1[O:15][CH3:16])(=[O:3])[CH3:2].[C:1]([O:4][C:5]1[C:14]([O:15][CH3:16])=[CH:13][C:12]2[C:7](=[CH:8][CH:9]=[CH:10][CH:11]=2)[CH:6]=1)(=[O:3])[CH3:2]. Procedure details: A 220 mg (1 mmol) quantity of 6-acetoxy-7-methoxytetralin was dissolved in 1 mL, of dioxane containing 5% water. DDQ (454 mg, 2 mmol) was dissolved in 4 mL of dioxane containing less than 0.01% water. The solution of DDQ was added dropwise over a period of 5 minutes to the stirred solution of 6-acetoxy-7-methoxytetralin at 25° C., under nitrogen. The reaction solution was stirred at 25° C. under nitrogen for 20 hours, after which time the reaction mixture was filtered through a sintered glass fu... Starting materials: CCCCP(CCCC)CCCC, C1CCOC1, CCOC(C)=O, CCNC(=O)c1ccc(-n2nnc(C(=O)NC3CC3)c2CCO)cc1, O=C(N=NC(=O)N1CCCCC1)N1CCCCC1. Yields the product C=Cc1c(C(=O)NC2CC2)nnn1-c1ccc(C(=O)NCC)cc1. RXN SMILES: [CH2:26]([P:27]([CH2:28][CH2:29][CH2:30][CH3:31])[CH2:32][CH2:33][CH2:34][CH3:35])[CH2:36][CH2:37][CH3:38].[CH2:57]1[O:58][CH2:59][CH2:60][CH2:61]1.[CH3:62][CH2:63][O:64][C:65](=[O:66])[CH3:67].[CH:1]1([NH:4][C:5](=[O:6])[c:7]2[n:8][n:9][n:10](-[c:15]3[cH:16][cH:17][c:18]([C:21](=[O:22])[NH:23][CH2:24][CH3:25])[cH:19][cH:20]3)[c:11]2[CH2:12][CH2:13][OH:14])[CH2:2][CH2:3]1.[N:39]([C:40]([N:41]1[CH2:42][CH2:43][CH2:44][CH2:45][CH2:46]1)=[O:47])=[N:48][C:49]([N:50]1[CH2:51][CH2:52][CH2:53][CH2:54][CH2:55]1)=[O:56]>>[CH:1]1([NH:4][C:5](=[O:6])[c:7]2[n:8][n:9][n:10](-[c:15]3[cH:16][cH:17][c:18]([C:21](=[O:22])[NH:23][CH2:24][CH3:25])[cH:19][cH:20]3)[c:11]2[CH:12]=[CH2:13])[CH2:2][CH2:3]1. Reactants: ClCCCCC(=O)C1=C(C=CC=C1)C(F)(F)F (5-chloro-1-[2-(trifluoromethyl)phenyl]-1-pentanone), N1CCC(CC1)C=1C=C(C=CC1)NC(=O)C1CC1 (N-[3-(4-piperidinyl)phenyl]cyclopropanecarboxamide). Product: O=C(CCCCN1CCC(CC1)C=1C=C(C=CC1)NC(=O)C1CC1)C1=C(C=CC=C1)C(F)(F)F (N-[3-(1-{5-OXO-5-[2-(TRIFLUOROMETHYL)PHENYL]PENTYL}-4-PIPERIDINYL)PHENYL]CYCLOPROPANECARBOXAMIDE). RXN SMILES: Cl[CH2:2][CH2:3][CH2:4][CH2:5][C:6]([C:8]1[CH:13]=[CH:12][CH:11]=[CH:10][C:9]=1[C:14]([F:17])([F:16])[F:15])=[O:7].[NH:18]1[CH2:23][CH2:22][CH:21]([C:24]2[CH:25]=[C:26]([NH:30][C:31]([CH:33]3[CH2:35][CH2:34]3)=[O:32])[CH:27]=[CH:28][CH:29]=2)[CH2:20][CH2:19]1>>[O:7]=[C:6]([C:8]1[CH:13]=[CH:12][CH:11]=[CH:10][C:9]=1[C:14]([F:17])([F:16])[F:15])[CH2:5][CH2:4][CH2:3][CH2:2][N:18]1[CH2:23][CH2:22][CH:21]([C:24]2[CH:25]=[C:26]([NH:30][C:31]([CH:33]3[CH2:34][CH2:35]3)=[O:32])[CH:27]=[CH:28][CH:29]=2)[CH2:20][CH2:19]1. Procedure details: Prepared by Procedure K and Scheme B1 using 5-chloro-1-[2-(trifluoromethyl)phenyl]-1-pentanone and N-[3-(4-piperidinyl)phenyl]cyclopropanecarboxamide: ESMS m/e: 473.2 (M+H)+.